From a dataset of the Open Reaction Database (ORD), a public repository of structured organic reaction records. describe an organic reaction: reactants, conditions, products, and yield Run at time 48 hour. Procedure: M)d) 1.5 g of (3S,4S,6R)-tetrahydro-3-hexyl-4-hydroxy-6-undecyl-2H-pyran-2-one were dissolved in 8 ml of DMF. 0.85 g of t-butyldimethylchlorosilane in 4 ml of DMF were then added dropwise. The mixture was stirred for 48 hours. The reaction mixtures was poured in to 100 ml of ether and washed with 1N hydrochloric acid. The organic phase was dried, filtered and evaporated. The material obtained was chromatographed on silica gel. There was obtained 1.26 g of (3S,4S,6R)-tetrahydro-3-hexyl-4-[(t-buty... As a reaction SMILES: [CH2:1]([C@H:7]1[C@@H:12]([OH:13])[CH2:11][C@@H:10]([CH2:14][CH2:15][CH2:16][CH2:17][CH2:18][CH2:19][CH2:20][CH2:21][CH2:22][CH2:23][CH3:24])[O:9][C:8]1=[O:25])[CH2:2][CH2:3][CH2:4][CH2:5][CH3:6].[C:26]([Si:30]([CH3:33])([CH3:32])Cl)([CH3:29])([CH3:28])[CH3:27].CCOCC>CN(C=O)C>[CH2:1]([C@H:7]1[C@@H:12]([O:13][Si:30]([C:26]([CH3:29])([CH3:28])[CH3:27])([CH3:33])[CH3:32])[CH2:11][C@@H:10]([CH2:14][CH2:15][CH2:16][CH2:17][CH2:18][CH2:19][CH2:20][CH2:21][CH2:22][CH2:23][CH3:24])[O:9][C:8]1=[O:25])[CH2:2][CH2:3][CH2:4][CH2:5][CH3:6]. The product is C(CCCCC)[C@@H]1C(O[C@@H](C[C@@H]1O[Si](C)(C)C(C)(C)C)CCCCCCCCCCC)=O ((3S,4S,6R)-tetrahydro-3-hexyl-4-[(t-butyldimethylsilyl)oxy]-6-undecyl-2H-pyran-2-one). Yield: 63.5%. Reactants: C(C)(C)(C)[Si](Cl)(C)C (t-butyldimethylchlorosilane), C(CCCCC)[C@@H]1C(O[C@@H](C[C@@H]1O)CCCCCCCCCCC)=O ((3S,4S,6R)-tetrahydro-3-hexyl-4-hydroxy-6-undecyl-2H-pyran-2-one), CCOCC (ether). The solvent is CN(C)C=O (DMF), CN(C)C=O (DMF). The reactants are O=Cc1ccc(C(=O)Nc2nccs2)cc1, CC(SC(CO)CO)C(O)(Cn1cncn1)c1ccc(F)cc1F, O, Cc1ccc(S(=O)(=O)O)cc1. Product: CC(SC1COC(c2ccc(C(=O)Nc3nccs3)cc2)OC1)C(O)(Cn1cncn1)c1ccc(F)cc1F. As a reaction SMILES: [CH:1](=[O:2])[c:3]1[cH:4][cH:5][c:6]([C:7](=[O:8])[NH:9][c:10]2[s:11][cH:12][cH:13][n:14]2)[cH:15][cH:16]1.[F:17][c:18]1[c:19]([C:25]([CH2:26][n:27]2[n:28][cH:29][n:30][cH:31]2)([CH:32]([CH3:33])[S:34][CH:35]([CH2:36][OH:37])[CH2:38][OH:39])[OH:40])[cH:20][cH:21][c:22]([F:24])[cH:23]1.[OH2:41].[c:42]1([CH3:43])[cH:44][cH:45][c:46]([S:47]([OH:48])(=[O:49])=[O:50])[cH:51][cH:52]1>>[CH:1]1([c:3]2[cH:4][cH:5][c:6]([C:7](=[O:8])[NH:9][c:10]3[s:11][cH:12][cH:13][n:14]3)[cH:15][cH:16]2)[O:2][CH2:38][CH:35]([S:34][CH:32]([C:25]([c:19]2[c:18]([F:17])[cH:23][c:22]([F:24])[cH:21][cH:20]2)([CH2:26][n:27]2[n:28][cH:29][n:30][cH:31]2)[OH:40])[CH3:33])[CH2:36][O:37]1. The reactants are C(C)(=O)C1=CC=CC(=N1)C(C)=O (1-(6-Acetyl-pyridin-2-yl)-ethanone), C(C)(C)C1=C(C(=CC=C1)C)N (2-Isopropyl-6-methyl-phenylamine), C1(=CC=C(C=C1)S(=O)(=O)O)C (p-toluenesulfonic acid). The solvent is C(CC)O (n-propanol). The product is C(C)(C)C1=C(C(=CC=C1)C)N=C(C)C1=CC=CC(=N1)C(C)=O (1-{6-[1-(2-Isopropyl-6-methyl-phenylimino)-ethyl]-pyridin-2-yl}-ethanone). RXN SMILES: [C:1]([C:4]1[N:9]=[C:8]([C:10](=O)[CH3:11])[CH:7]=[CH:6][CH:5]=1)(=[O:3])[CH3:2].[CH:13]([C:16]1[CH:21]=[CH:20][CH:19]=[C:18]([CH3:22])[C:17]=1[NH2:23])([CH3:15])[CH3:14].C1(C)C=CC(S(O)(=O)=O)=CC=1>C(O)CC>[CH:13]([C:16]1[CH:21]=[CH:20][CH:19]=[C:18]([CH3:22])[C:17]=1[N:23]=[C:10]([C:8]1[N:9]=[C:4]([C:1](=[O:3])[CH3:2])[CH:5]=[CH:6][CH:7]=1)[CH3:11])([CH3:15])[CH3:14]. Procedure: 1-(6-Acetyl-pyridin-2-yl)-ethanone 2 (35.54 g, 0.22 mol), 25.0 g (0.168 mol) of 2-Isopropyl-6-methyl-phenylamine 14, 350 ml of n-propanol, and a few crystals of p-toluenesulfonic acid were stirred at room temperature for 36 h in a 500 ml flask under a flow of the nitrogen. The resultant yellow precipitate was filtered and washed by 20 ml of methanol. It was then dried at 1-mm vacuum overnight. The yield of 1-{6-[1-(2-Isopropyl-6-methyl-phenylimino)-ethyl]-pyridin-2-yl}-ethanone 15 was 13.35 g (2... As a reaction SMILES: [OH-].[K+].[CH2:3]([O:10][C:11]1[CH:12]=[C:13]([CH2:25][C:26]([O:28]CC2C=CC=CC=2)=[O:27])[CH:14]=[CH:15][C:16]=1[O:17][CH2:18][C:19]1[CH:24]=[CH:23][CH:22]=[CH:21][CH:20]=1)[C:4]1[CH:9]=[CH:8][CH:7]=[CH:6][CH:5]=1.Cl>CO>[CH2:3]([O:10][C:11]1[CH:12]=[C:13]([CH2:25][C:26]([OH:28])=[O:27])[CH:14]=[CH:15][C:16]=1[O:17][CH2:18][C:19]1[CH:24]=[CH:23][CH:22]=[CH:21][CH:20]=1)[C:4]1[CH:9]=[CH:8][CH:7]=[CH:6][CH:5]=1 |f:0.1|. Yield: 78.7%. The reactants are [OH-].[K+] (Potassium hydroxide), C(C1=CC=CC=C1)OC=1C=C(C=CC1OCC1=CC=CC=C1)CC(=O)OCC1=CC=CC=C1 (benzyl 3,4-dibenzyloxyphenylacetate), Cl (hydrochloric acid). Run at time 6 hour. Run in CO (methanol). Reported procedure: Potassium hydroxide (6.2 g) was added to a solution of benzyl 3,4-dibenzyloxyphenylacetate (16.0 g) in methanol (200 ml), followed by stirring at room temperature for 6 hours. The reaction mixture was adjusted to pH 4.0 with 5N hydrochloric acid solution. The solvent was distilled off and to the residue was added water. The precipitated crystal was collected by filtration, washed with water and dried to obtain as colorless crystal 3,4-dibenzyloxyphenylacetic acid (10.0 g). The product is C(C1=CC=CC=C1)OC=1C=C(C=CC1OCC1=CC=CC=C1)CC(=O)O (3,4-dibenzyloxyphenylacetic acid). The reactants are Nc1ncc(Cl)cc1Br, COCCOC, OB(O)c1ccc(OC2CCCCC2)cc1, [Na+], [Na+], O=C([O-])[O-], O, c1ccc(P(c2ccccc2)(c2ccccc2)[Pd](P(c2ccccc2)(c2ccccc2)c2ccccc2)(P(c2ccccc2)(c2ccccc2)c2ccccc2)P(c2ccccc2)(c2ccccc2)c2ccccc2)cc1. Product: Nc1ncc(Cl)cc1-c1ccc(OC2CCCCC2)cc1. As a reaction SMILES: [Br:23][c:24]1[c:25]([NH2:31])[n:26][cH:27][c:28]([Cl:30])[cH:29]1.[CH3:32][O:33][CH2:34][CH2:35][O:36][CH3:37].[CH:7]1([O:13][c:14]2[cH:15][cH:16][c:17]([B:20]([OH:21])[OH:22])[cH:18][cH:19]2)[CH2:8][CH2:9][CH2:10][CH2:11][CH2:12]1.[Na+:1].[Na+:2].[O-:3][C:4](=[O:5])[O-:6].[OH2:38].[cH:39]1[cH:40][cH:41][c:42]([P:43]([Pd:44]([P:45]([c:46]2[cH:47][cH:48][cH:49][cH:50][cH:51]2)([c:52]2[cH:53][cH:54][cH:55][cH:56][cH:57]2)[c:58]2[cH:59][cH:60][cH:61][cH:62][cH:63]2)([P:64]([c:65]2[cH:66][cH:67][cH:68][cH:69][cH:70]2)([c:71]2[cH:72][cH:73][cH:74][cH:75][cH:76]2)[c:77]2[cH:78][cH:79][cH:80][cH:81][cH:82]2)[P:83]([c:84]2[cH:85][cH:86][cH:87][cH:88][cH:89]2)([c:90]2[cH:91][cH:92][cH:93][cH:94][cH:95]2)[c:96]2[cH:97][cH:98][cH:99][cH:100][cH:101]2)([c:102]2[cH:103][cH:104][cH:105][cH:106][cH:107]2)[c:108]2[cH:109][cH:110][cH:111][cH:112][cH:113]2)[cH:114][cH:115]1>>[CH:7]1([O:13][c:14]2[cH:15][cH:16][c:17](-[c:24]3[c:25]([NH2:31])[n:26][cH:27][c:28]([Cl:30])[cH:29]3)[cH:18][cH:19]2)[CH2:8][CH2:9][CH2:10][CH2:11][CH2:12]1. Reactants: C=CCN(CC=C)C(C)c1ccc(C(C)(C)O)cc1, CO, ClCCl, ClCCl, c1ccc(P(c2ccccc2)(c2ccccc2)[Pd](P(c2ccccc2)(c2ccccc2)c2ccccc2)(P(c2ccccc2)(c2ccccc2)c2ccccc2)P(c2ccccc2)(c2ccccc2)c2ccccc2)cc1. The product is CC(N)c1ccc(C(C)(C)O)cc1. As a reaction SMILES: [CH2:1]([N:4]([CH2:2][CH:3]=[CH2:17])[CH:5]([CH3:6])[c:7]1[cH:8][cH:9][c:10]([C:13]([CH3:14])([CH3:15])[OH:16])[cH:11][cH:12]1)[CH:18]=[CH2:19].[CH3:20][OH:21].[Cl:22][CH2:23][Cl:24].[Cl:25][CH2:26][Cl:27].[cH:28]1[cH:29][cH:30][c:31]([P:32]([Pd:33]([P:34]([c:35]2[cH:36][cH:37][cH:38][cH:39][cH:40]2)([c:41]2[cH:42][cH:43][cH:44][cH:45][cH:46]2)[c:47]2[cH:48][cH:49][cH:50][cH:51][cH:52]2)([P:53]([c:54]2[cH:55][cH:56][cH:57][cH:58][cH:59]2)([c:60]2[cH:61][cH:62][cH:63][cH:64][cH:65]2)[c:66]2[cH:67][cH:68][cH:69][cH:70][cH:71]2)[P:72]([c:73]2[cH:74][cH:75][cH:76][cH:77][cH:78]2)([c:79]2[cH:80][cH:81][cH:82][cH:83][cH:84]2)[c:85]2[cH:86][cH:87][cH:88][cH:89][cH:90]2)([c:91]2[cH:92][cH:93][cH:94][cH:95][cH:96]2)[c:97]2[cH:98][cH:99][cH:100][cH:101][cH:102]2)[cH:103][cH:104]1>>[NH2:4][CH:5]([CH3:6])[c:7]1[cH:8][cH:9][c:10]([C:13]([CH3:14])([CH3:15])[OH:16])[cH:11][cH:12]1. Starting materials: CNS(=O)(=O)c1ccccc1, CN(C)C=O, O=C(Cl)c1ccccc1Cl, [H-], [Na+], [Na]. The product is CN(C(=O)c1ccccc1Cl)S(=O)(=O)c1ccccc1. Reaction SMILES: [CH3:1][NH:2][S:3](=[O:4])(=[O:5])[c:6]1[cH:7][cH:8][cH:9][cH:10][cH:11]1.[CH3:25][N:26]([CH3:27])[CH:28]=[O:29].[Cl:15][C:16](=[O:17])[c:18]1[cH:19][cH:20][cH:21][cH:22][c:23]1[Cl:24].[H-:12].[Na+:13].[Na:14]>>[CH3:1][N:2]([S:3](=[O:4])(=[O:5])[c:6]1[cH:7][cH:8][cH:9][cH:10][cH:11]1)[C:16](=[O:17])[c:18]1[cH:19][cH:20][cH:21][cH:22][c:23]1[Cl:24].